Dataset: the Open Reaction Database (ORD), a public repository of structured organic reaction records. Task: describe an organic reaction: reactants, conditions, products, and yield Reactants: COC1=CC2=CC[C@H]3[C@@H]4CCC([C@@]4(C)CC[C@@H]3[C@]2(CC1)C)=O (3-methoxyandrosta-3,5-dien-17-one), [OH-].[K+] (potassium hydroxide), C(CN)N (ethylenediamine), C#C (acetylene), ethisterone methyl enol ether, methyl enol ether. Run in C(C)(C)(C)O (t-butanol), C1CCOC1 (THF). Yields the product C(#C)[C@@]1([C@]2(C)[C@@H](CC1)[C@@H]1CC=C3C=C(CC[C@]3(C)[C@H]1CC2)OC)O (17β-Ethynyl-17α-hydroxy-3-methoxyandrosta-3,5-diene). RXN SMILES: [CH3:1][O:2][C:3]1[CH2:20][CH2:19][C@@:18]2([CH3:21])[C:5](=[CH:6][CH2:7][C@@H:8]3[C@@H:17]2[CH2:16][CH2:15][C@@:13]2([CH3:14])[C@H:9]3[CH2:10][CH2:11][C:12]2=[O:22])[CH:4]=1.[OH-].[K+].[CH2:25](N)[CH2:26]N.C#C>C(O)(C)(C)C.C1COCC1>[C:25]([C@@:12]1([OH:22])[CH2:11][CH2:10][C@H:9]2[C@H:8]3[C@H:17]([CH2:16][CH2:15][C@:13]12[CH3:14])[C@:18]1([CH3:21])[C:5]([CH:4]=[C:3]([O:2][CH3:1])[CH2:20][CH2:19]1)=[CH:6][CH2:7]3)#[CH:26] |f:1.2|. Reported procedure: In an inert pressurizable vessel is placed 3-methoxyandrosta-3,5-dien-17-one (I Aa, 15 g) THF (60 ml), milled potassium hydroxide (15 g), t-butanol (1.5 ml), and ethylenediamine (10 ml). The stirred mixture is heated to 53° and a 15-pound partial pressure of acetylene is applied. These conditions are maintained for 3 hr at which time TLC indicates a mixture of ethisterone methyl enol ether and epiethisterone methyl enol ether. The reaction mixture is quenched with phosphate buffer (pH=7) and met... Reactants: COc1coc(C(=O)NC(Cc2ccc(-c3ccccc3)cc2)CC(C)C(=O)OCc2ccccc2)cc1=O, ClCCl. Yields the product COc1coc(C(=O)NC(Cc2ccc(-c3ccccc3)cc2)CC(C)C(=O)O)cc1=O. As a reaction SMILES: [CH2:1]([c:2]1[cH:3][cH:4][cH:5][cH:6][cH:7]1)[O:8][C:9]([CH:10]([CH2:11][CH:12]([CH2:13][c:14]1[cH:15][cH:16][c:17](-[c:20]2[cH:21][cH:22][cH:23][cH:24][cH:25]2)[cH:18][cH:19]1)[NH:26][C:27](=[O:28])[c:29]1[o:30][cH:31][c:32]([O:36][CH3:37])[c:33](=[O:35])[cH:34]1)[CH3:38])=[O:39].[CH2:40]([Cl:41])[Cl:42]>>[O:8]=[C:9]([CH:10]([CH2:11][CH:12]([CH2:13][c:14]1[cH:15][cH:16][c:17](-[c:20]2[cH:21][cH:22][cH:23][cH:24][cH:25]2)[cH:18][cH:19]1)[NH:26][C:27](=[O:28])[c:29]1[o:30][cH:31][c:32]([O:36][CH3:37])[c:33](=[O:35])[cH:34]1)[CH3:38])[OH:39]. Yields the product C1(CCC1)NC(=O)C=1C(N(C2=CC(=CN=C2C1O)CC1=CC=C(C=C1)F)CC(=O)N(C)C)=O (N-Cyclobutyl-1-[2-(dimethylamino)-2-oxoethyl]-7-[(4-fluorophenyl)methyl]-4-hydroxy-2-oxo-1,2-dihydro-1,5-naphthyridine-3-carboxamide). Procedure details: This compound was prepared from ethyl 1-[2-(dimethylamino)-2-oxoethyl]-7-[(4-fluorophenyl)methyl]-4-hydroxy-2-oxo-1,2-dihydro-1,5-naphthyridine-3-carboxylate and cyclobutylamine employing methods similar to those described in Example 245. The product was obtained as a white solid: 1H NMR (d6-DMSO) δ 10.34 (1H, br), 8.49 (1H, br), 7.77 (1H, br), 7.30 (2H, m), 7.12 (2H, t, J=8.8 Hz), 5.10 (2H, br s), 4.39 (1H, m), 4.09 (2H, br s), 3.11 (3H, s), 2.81 (3H, s), 2.27 (2H, m), 1.99 (2H, m), 1.70 (2H, m... As a reaction SMILES: [CH3:1][N:2]([CH3:31])[C:3](=[O:30])[CH2:4][N:5]1[C:14]2[C:9](=[N:10][CH:11]=[C:12]([CH2:15][C:16]3[CH:21]=[CH:20][C:19]([F:22])=[CH:18][CH:17]=3)[CH:13]=2)[C:8]([OH:23])=[C:7]([C:24](OCC)=[O:25])[C:6]1=[O:29].[CH:32]1([NH2:36])[CH2:35][CH2:34][CH2:33]1>>[CH:32]1([NH:36][C:24]([C:7]2[C:6](=[O:29])[N:5]([CH2:4][C:3]([N:2]([CH3:31])[CH3:1])=[O:30])[C:14]3[C:9]([C:8]=2[OH:23])=[N:10][CH:11]=[C:12]([CH2:15][C:16]2[CH:21]=[CH:20][C:19]([F:22])=[CH:18][CH:17]=2)[CH:13]=3)=[O:25])[CH2:35][CH2:34][CH2:33]1. Starting materials: CN(C(CN1C(C(=C(C2=NC=C(C=C12)CC1=CC=C(C=C1)F)O)C(=O)OCC)=O)=O)C (ethyl 1-[2-(dimethylamino)-2-oxoethyl]-7-[(4-fluorophenyl)methyl]-4-hydroxy-2-oxo-1,2-dihydro-1,5-naphthyridine-3-carboxylate), C1(CCC1)N (cyclobutylamine). Reactants: C(O)([O-])=O.[Na+] (sodium hydrogencarbonate), [H-].[Na+] (Sodium hydride), C(C1=CC=CC=C1)OC1=C(C=C2C(=CC=NC2=C1)Cl)OC (7-(benzyloxy)-4-chloro-6-methoxyquinoline), NC1=C(C(=C(C=C1)O)C)C (4-Amino-2,3-dimethylphenol). Run in CS(=O)C (dimethyl sulfoxide). Run at time 30 minute. Product: C(C1=CC=CC=C1)OC1=C(C=C2C(=CC=NC2=C1)OC1=C(C(=C(N)C=C1)C)C)OC (4-{[7-(Benzyloxy)-6-methoxy-4-quinolyl]oxy}-2,3-dimethylaniline). The yield is 48.7%. As a reaction SMILES: [H-].[Na+].[NH2:3][C:4]1[CH:9]=[CH:8][C:7]([OH:10])=[C:6]([CH3:11])[C:5]=1[CH3:12].[CH2:13]([O:20][C:21]1[CH:30]=[C:29]2[C:24]([C:25](Cl)=[CH:26][CH:27]=[N:28]2)=[CH:23][C:22]=1[O:32][CH3:33])[C:14]1[CH:19]=[CH:18][CH:17]=[CH:16][CH:15]=1.C(=O)([O-])O.[Na+]>CS(C)=O>[CH2:13]([O:20][C:21]1[CH:30]=[C:29]2[C:24]([C:25]([O:10][C:7]3[CH:8]=[CH:9][C:4]([NH2:3])=[C:5]([CH3:12])[C:6]=3[CH3:11])=[CH:26][CH:27]=[N:28]2)=[CH:23][C:22]=1[O:32][CH3:33])[C:14]1[CH:15]=[CH:16][CH:17]=[CH:18][CH:19]=1 |f:0.1,4.5|. Procedure: Sodium hydride (60 wt %, 0.32 g) was added to dimethyl sulfoxide (6 ml), and the mixture was stirred at room temperature for 30 min. 4-Amino-2,3-dimethylphenol (1.10 g) was then added thereto, and the mixture was stirred at room temperature for 10 min. Next, 7-(benzyloxy)-4-chloro-6-methoxyquinoline (1.20 g) was added thereto, and the mixture was stirred at 110° C. for 6 hr. A saturated aqueous sodium hydrogencarbonate solution was added to the reaction solution, followed by extraction with chlo... The reactants are O.NN (hydrazine hydrate), [N+](=O)([O-])C=1C=CC2=C(C(=NCC=3N2C(=NN3)CON3C(C=2C(C3=O)=CC=CC2)=O)C2=C(C=CC=C2)Cl)C1 (8-nitro-1-[(phthalimidooxy)methyl]-6-(o-chlorophenyl)-4H-s-triazolo[4,3-a][1,4]benzodiazepine). The solvent is C(C)O (ethanol). Product: NOCC1=NN=C2N1C1=C(C(=NC2)C2=C(C=CC=C2)Cl)C=C(C=C1)[N+](=O)[O-] (1-[(aminooxy)methyl]-8-nitro-6-(o-chlorophenyl)-4H-s-triazolo[4,3-a][1,4]benzodiazepine). RXN SMILES: O.NN.[N+:4]([C:7]1[CH:8]=[CH:9][C:10]2[N:16]3[C:17]([CH2:20][O:21][N:22]4C(=O)C5=CC=CC=C5C4=O)=[N:18][N:19]=[C:15]3[CH2:14][N:13]=[C:12]([C:33]3[CH:38]=[CH:37][CH:36]=[CH:35][C:34]=3[Cl:39])[C:11]=2[CH:40]=1)([O-:6])=[O:5]>C(O)C>[NH2:22][O:21][CH2:20][C:17]1[N:16]2[C:10]3[CH:9]=[CH:8][C:7]([N+:4]([O-:6])=[O:5])=[CH:40][C:11]=3[C:12]([C:33]3[CH:38]=[CH:37][CH:36]=[CH:35][C:34]=3[Cl:39])=[N:13][CH2:14][C:15]2=[N:19][N:18]=1 |f:0.1|. Procedure details: In the manner given in Example 2, a solution of hydrazine hydrate in ethanol is reacted at 65° C. with 8-nitro-1-[(phthalimidooxy)methyl]-6-(o-chlorophenyl)-4H-s-triazolo[4,3-a][1,4]benzodiazepine to give 1-[(aminooxy)methyl]-8-nitro-6-(o-chlorophenyl)-4H-s-triazolo[4,3-a][1,4]benzodiazepine. The reactants are intermediate, C1COCCOCCOCCOCCOCCO1 (18-crown-6), [C-]#N.[K+] (KCN), S(=O)(Cl)Cl (Thionyl chloride), BrC1=CC2=C(OCC(C3=C2N=C(S3)C(=O)OCC)O)C=C1 (ethyl 9-bromo-4-hydroxy-4,5-dihydrobenzo[2,3]oxepino[4,5-d]thiazole-2-carboxylate). Run in O (water), CC#N (CH3CN), ClCCl (dichloromethane). Reaction conditions: time 4 hour. Yields the product BrC1=CC2=C(OCC(C3=C2N=C(S3)C(=O)OCC)C#N)C=C1 (ethyl 9-bromo-4-cyano-4,5-dihydrobenzo[2,3]oxepino[4,5-d]thiazole-2-carboxylate). The yield is 33.7%. RXN SMILES: S(Cl)(Cl)=O.[Br:5][C:6]1[CH:25]=[CH:24][C:9]2[O:10][CH2:11][CH:12](O)[C:13]3[S:17][C:16]([C:18]([O:20][CH2:21][CH3:22])=[O:19])=[N:15][C:14]=3[C:8]=2[CH:7]=1.C1OCCOCCOCCOCCOCCOC1.[C-:44]#[N:45].[K+]>ClCCl.CC#N.O>[Br:5][C:6]1[CH:25]=[CH:24][C:9]2[O:10][CH2:11][CH:12]([C:44]#[N:45])[C:13]3[S:17][C:16]([C:18]([O:20][CH2:21][CH3:22])=[O:19])=[N:15][C:14]=3[C:8]=2[CH:7]=1 |f:3.4|. Procedure details: Thionyl chloride (3 mL) was added dropwise to a stirred solution of ethyl 9-bromo-4-hydroxy-4,5-dihydrobenzo[2,3]oxepino[4,5-d]thiazole-2-carboxylate (600 mg, 1.61 mmol, 1.00 equiv) in dichloromethane (10 mL) at 0° C. After being stirred for 4 h at room temperature the resulting mixture was concentrated under vacuum. This resulted in 600 mg (95%) ethyl 9-bromo-4-chloro-4,5-dihydrobenzo[2,3]oxepino[4,5-d]thiazole-2-carboxylate as a yellow solid; LC-MS (ES, m/z) 388, 390 [M+H]+. A suspension this ...